This data is from the Open Reaction Database (ORD), a public repository of structured organic reaction records. The task is: describe an organic reaction: reactants, conditions, products, and yield Reactants: CCO, O=[N+]([O-])c1ccc2[nH]ccc2c1, NN. The product is Nc1ccc2[nH]ccc2c1. As a reaction SMILES: [CH3:15][CH2:16][OH:17].[N+:3]([O-:4])(=[O:5])[c:6]1[cH:7][c:8]2[cH:9][cH:10][nH:11][c:12]2[cH:13][cH:14]1.[NH2:1][NH2:2]>>[NH2:3][c:6]1[cH:7][c:8]2[cH:9][cH:10][nH:11][c:12]2[cH:13][cH:14]1. Starting materials: C([O-])([O-])=O.[Na+].[Na+] (sodium carbonate), BrC1=CC=C(C=C1)Br (p-dibromobenzene), COC1=CC=C(C=C1)B(O)O (4-methoxyphenylboronic acid), tetrakistriphenylphosphine palladium. The solvent is C(OC)COC (dimethoxyethane). Product: BrC1=CC=C(C=C1)C1=CC=C(C=C1)OC (4-bromo-4′-methoxy-1,1′-biphenyl). Yield: 59.5%. Reaction SMILES: Br[C:2]1[CH:7]=[CH:6][C:5]([Br:8])=[CH:4][CH:3]=1.[CH3:9][O:10][C:11]1[CH:16]=[CH:15][C:14](B(O)O)=[CH:13][CH:12]=1.C(=O)([O-])[O-].[Na+].[Na+]>C(COC)OC>[Br:8][C:5]1[CH:6]=[CH:7][C:2]([C:14]2[CH:15]=[CH:16][C:11]([O:10][CH3:9])=[CH:12][CH:13]=2)=[CH:3][CH:4]=1 |f:2.3.4|. Procedure: Under an argon atmosphere, p-dibromobenzene (9.99 g), 4-methoxyphenylboronic acid (2.03 g) and tetrakistriphenylphosphine palladium (497 mg) were dissolved in dimethoxyethane (20 ml). A 2M aqueous sodium carbonate solution (20 ml) was added and the mixture was heated under reflux for 14 h. The reaction mixture was cooled to room temperature and the precipitated crystals were collected by filtration. The obtained crystals were dissolved in ethyl acetate and insoluble materials were filtered off. ... Starting materials: CO, CCN(C(C)C)C(C)C, CNC(=O)c1c(-c2ccc(F)cc2)oc2ccc(-c3cc(C(=O)O)c(OC)cc3C)c(F)c12, O=C(O)C(F)(F)F, CN(C)C=O, NC1(c2ncccn2)CC1. Product: CNC(=O)c1c(-c2ccc(F)cc2)oc2ccc(-c3cc(C(=O)NC4(c5ncccn5)CC4)c(OC)cc3C)c(F)c12. RXN SMILES: [CH3:65][OH:66].[CH:51]([N:52]([CH2:53][CH3:54])[CH:55]([CH3:56])[CH3:57])([CH3:58])[CH3:59].[F:1][c:2]1[c:3](-[c:22]2[c:23]([CH3:33])[cH:24][c:25]([O:31][CH3:32])[c:26]([C:27](=[O:28])[OH:29])[cH:30]2)[cH:4][cH:5][c:6]2[c:7]1[c:8]([C:18]([NH:19][CH3:20])=[O:21])[c:9](-[c:11]1[cH:12][cH:13][c:14]([F:17])[cH:15][cH:16]1)[o:10]2.[F:44][C:45]([F:46])([F:47])[C:48]([OH:49])=[O:50].[O:60]=[CH:61][N:62]([CH3:63])[CH3:64].[n:34]1[c:35]([C:40]2([NH2:43])[CH2:41][CH2:42]2)[n:36][cH:37][cH:38][cH:39]1>>[F:1][c:2]1[c:3](-[c:22]2[c:23]([CH3:33])[cH:24][c:25]([O:31][CH3:32])[c:26]([C:27](=[O:28])[NH:43][C:40]3([c:35]4[n:34][cH:39][cH:38][cH:37][n:36]4)[CH2:41][CH2:42]3)[cH:30]2)[cH:4][cH:5][c:6]2[c:7]1[c:8]([C:18]([NH:19][CH3:20])=[O:21])[c:9](-[c:11]1[cH:12][cH:13][c:14]([F:17])[cH:15][cH:16]1)[o:10]2. Reactants: CN1CCC(O)(c2ccccc2)CC1, CS(C)=O, Fc1ccccn1, [H-], [Na+], O. Product: CN1CCC(Oc2ccccn2)(c2ccccc2)CC1. As a reaction SMILES: [CH3:1][N:2]1[CH2:3][CH2:4][C:5]([OH:8])([c:9]2[cH:10][cH:11][cH:12][cH:13][cH:14]2)[CH2:6][CH2:7]1.[CH3:25][S:26]([CH3:27])=[O:28].[F:17][c:18]1[n:19][cH:20][cH:21][cH:22][cH:23]1.[H-:15].[Na+:16].[OH2:24]>>[CH3:1][N:2]1[CH2:3][CH2:4][C:5]([O:8][c:18]2[n:19][cH:20][cH:21][cH:22][cH:23]2)([c:9]2[cH:10][cH:11][cH:12][cH:13][cH:14]2)[CH2:6][CH2:7]1. Starting materials: CC(C)C[Al+]CC(C)C, CCOCC, Cc1ccccc1, Cl, CCOC(=O)c1c(C)nc(-c2ccccc2)nc1-c1ccc(F)cc1, [H-], Cc1ccccc1. The product is Cc1nc(-c2ccccc2)nc(-c2ccc(F)cc2)c1CO. Reaction SMILES: [CH2:34]([Al+:35][CH2:36][CH:37]([CH3:38])[CH3:39])[CH:40]([CH3:41])[CH3:42].[CH2:43]([O:44][CH2:45][CH3:46])[CH3:47].[CH3:49][c:50]1[cH:51][cH:52][cH:53][cH:54][cH:55]1.[ClH:48].[F:1][c:2]1[cH:3][cH:4][c:5](-[c:8]2[n:9][c:10](-[c:20]3[cH:21][cH:22][cH:23][cH:24][cH:25]3)[n:11][c:12]([CH3:19])[c:13]2[C:14](=[O:15])[O:16][CH2:17][CH3:18])[cH:6][cH:7]1.[H-:33].[c:26]1([CH3:27])[cH:28][cH:29][cH:30][cH:31][cH:32]1>>[F:1][c:2]1[cH:3][cH:4][c:5](-[c:8]2[n:9][c:10](-[c:20]3[cH:21][cH:22][cH:23][cH:24][cH:25]3)[n:11][c:12]([CH3:19])[c:13]2[CH2:14][OH:15])[cH:6][cH:7]1. The reactants are CC1=C(O)C=CC(=C1C)O (2,3-dimethylhydroquinone), OO (hydrogen peroxide), iron 5,14-dihydrodibenzo[b,i][5,9,14,18]tetraaza[14]annulene, C(CN(CC(=O)[O-])CC(=O)[O-])N(CCN(CC(=O)[O-])CC(=O)[O-])CC(=O)[O-].[Na+].[Na+].[Na+].[Na+].[Na+] (pentasodium diethylenetriaminepentaacetate), S(O)(O)(=O)=O (sulfuric acid). Solvent: C(C)(=O)O (acetic acid), C(C)(=O)O (acetic acid). Reaction conditions: time 15 minute. The product is CC=1C(C=CC(C1C)=O)=O (2,3-dimethylbenzoquinone). Yield: 86.7%. RXN SMILES: [CH3:1][C:2]1[C:8]([CH3:9])=[C:7]([OH:10])[CH:6]=[CH:5][C:3]=1[OH:4].OO.C(N(CC([O-])=O)CCN(CC([O-])=O)CC([O-])=O)CN(CC([O-])=O)CC([O-])=O.[Na+].[Na+].[Na+].[Na+].[Na+].S(=O)(=O)(O)O>C(O)(=O)C>[CH3:9][C:8]1[C:7](=[O:10])[CH:6]=[CH:5][C:3](=[O:4])[C:2]=1[CH3:1] |f:2.3.4.5.6.7|. Procedure details: A solution of 13.8 g (100 mmol) of 2,3-dimethylhydroquinone in 500 ml of acetic acid and 28.4 g (250 mmol) of 30% by weight aqueous hydrogen peroxide were simultaneously added dropwise to a stirred solution of 0.68 g (2.0 mmol) of iron 5,14-dihydrodibenzo[b,i][5,9,14,18]tetraaza[14]annulene, 2.52 g (2.0 mmol) of a 40% by weight aqueous solution of pentasodium diethylenetriaminepentaacetate and 0.5 mi of concentrated sulfuric acid in 50 ml of acetic acid at 40° C. with cooling. The mixture was th... Reactants: COC1=NNC2=CC(=CC=C12)C(=CC(=O)NC)C=1C=NC=CC1 (3-(3-methoxy-1H-indazol-6-yl)-N-methyl-3-pyridin-3-yl-acrylamide), N1C=CC2=CC=CC(=C12)C(CC(=O)NC)C1=CC=CC=C1 (3-(1H-Indol-7-yl)-N-methyl-3-phenyl-propionamide). Product: COC1=NNC2=CC(=CC=C12)C(CC(=O)NC)C=1C=NC=CC1 (3-(3-Methoxy-1H-indazol-6-yl)-N-methyl-3-pyridin-3-yl-propionamide). Reaction SMILES: [CH3:1][O:2][C:3]1[C:11]2[C:6](=[CH:7][C:8]([C:12]([C:18]3[CH:19]=[N:20][CH:21]=[CH:22][CH:23]=3)=[CH:13][C:14]([NH:16][CH3:17])=[O:15])=[CH:9][CH:10]=2)[NH:5][N:4]=1.N1C2C(=CC=CC=2C(C2C=CC=CC=2)CC(NC)=O)C=C1>>[CH3:1][O:2][C:3]1[C:11]2[C:6](=[CH:7][C:8]([CH:12]([C:18]3[CH:19]=[N:20][CH:21]=[CH:22][CH:23]=3)[CH2:13][C:14]([NH:16][CH3:17])=[O:15])=[CH:9][CH:10]=2)[NH:5][N:4]=1. Procedure: 3-(3-Methoxy-1H-indazol-6-yl)-N-methyl-3-pyridin-3-yl-propionamide CCL was prepared from 3-(3-methoxy-1H-indazol-6-yl)-N-methyl-3-pyridin-3-yl-acrylamide using the procedure described for preparation of 3-(1H-Indol-7-yl)-N-methyl-3-phenyl-propionamide XIX (Example 4).